Dataset: the Open Reaction Database (ORD), a public repository of structured organic reaction records. Task: describe an organic reaction: reactants, conditions, products, and yield Starting materials: FC=1C=NN(C1)C1(CC1)C(=O)O (1-(4-Fluoro-1H-pyrazol-1-yl)cyclopropanecarboxylic acid), FC(C=1C=NNC1)(F)F (4-(trifluoromethyl)-1H-pyrazole). The product is FC(C=1C=NN(C1)C1(CC1)C(=O)O)(F)F (1-(4-(Trifluoromethyl)-1H-pyrazol-1-yl)cyclopropanecarboxylic acid). Reaction SMILES: F[C:2]1[CH:3]=[N:4][N:5]([C:7]2([C:10]([OH:12])=[O:11])[CH2:9][CH2:8]2)[CH:6]=1.[F:13][C:14]([F:21])([F:20])C1C=NNC=1>>[F:13][C:14]([F:21])([F:20])[C:2]1[CH:3]=[N:4][N:5]([C:7]2([C:10]([OH:12])=[O:11])[CH2:9][CH2:8]2)[CH:6]=1. Reported procedure: The title compound was prepared by a method analogous to Intermediate 4 but using 4-(trifluoromethyl)-1H-pyrazole in Step 1. 1H NMR (400 MHz, CDCl3) δ 1.60-1.79 (m, 2H), 1.83-1.95 (m, 2H), 7.75 (s, 1H), 7.78-7.89 (m, 1H), 11.82 (br s, 1H). The reactants are CCN=C=NCCCN(C)C, CS(=O)(=O)c1ccc(Oc2cc(OC3CCOCC3)c3[nH]c(C4=NCC(CC(=O)O)S4)cc3c2)cn1, COCCN, CN(C)C=O, Cl, O, O, On1nnc2ccccc21. Product: COCCNC(=O)CC1CN=C(c2cc3cc(Oc4ccc(S(C)(=O)=O)nc4)cc(OC4CCOCC4)c3[nH]2)S1. As a reaction SMILES: [CH2:49]([N:50]=[C:51]=[N:52][CH2:53][CH2:54][CH2:55][N:56]([CH3:57])[CH3:58])[CH3:59].[CH3:1][S:2](=[O:3])(=[O:4])[c:5]1[cH:6][cH:7][c:8]([O:11][c:12]2[cH:13][c:14]3[cH:15][c:16]([C:28]4=[N:32][CH2:31][CH:30]([CH2:33][C:34](=[O:35])[OH:36])[S:29]4)[nH:17][c:18]3[c:19]([O:21][CH:22]3[CH2:23][CH2:24][O:25][CH2:26][CH2:27]3)[cH:20]2)[cH:9][n:10]1.[CH3:60][O:61][CH2:62][CH2:63][NH2:64].[CH3:65][N:66]([CH3:67])[CH:68]=[O:69].[ClH:48].[OH2:37].[OH2:70].[OH:38][n:39]1[c:40]2[cH:41][cH:42][cH:43][cH:44][c:45]2[n:46][n:47]1>>[CH3:1][S:2](=[O:3])(=[O:4])[c:5]1[cH:6][cH:7][c:8]([O:11][c:12]2[cH:13][c:14]3[cH:15][c:16]([C:28]4=[N:32][CH2:31][CH:30]([CH2:33][C:34](=[O:36])[NH:64][CH2:63][CH2:62][O:61][CH3:60])[S:29]4)[nH:17][c:18]3[c:19]([O:21][CH:22]3[CH2:23][CH2:24][O:25][CH2:26][CH2:27]3)[cH:20]2)[cH:9][n:10]1. Yields the product C=CCCCCCCCCCCCCCCC (heptadecen). RXN SMILES: [CH3:1][CH2:2][CH:3]=[CH:4][CH2:5][CH2:6][CH2:7][CH2:8][CH2:9][CH2:10][CH2:11][CH3:12].C[C:14]1[CH:20]=[C:19](O)C=[CH:17][C:15]=1O>CO>[CH2:1]=[CH:2][CH2:3][CH2:4][CH2:5][CH2:6][CH2:7][CH2:8][CH2:9][CH2:10][CH2:11][CH2:12][CH2:17][CH2:15][CH2:14][CH2:20][CH3:19]. Reactants: CCC=CCCCCCCCC (3-dodecen), dicyclopentadien, CC1=C(O)C=CC(=C1)O (methylhydroquinon), CCC=CCCCCCCCC (3-dodecen), dicyclopentadien. Reaction conditions: time 17 hour. Reported procedure: 8-methoxycarboniltetracyclo[4.4.0.12,5.117,10 ]-3-dodecen of 65 grams, dicyclopentadien of 87 grams and methylhydroquinon of 0.14 gram were mixed in a 300 milli-litter eggplant type flask, and the reaction was continued at 170 degrees to 180 degrees in centigrade for 17 hours. The reaction product remained cooled, and residual 8-methoxycarboniltetracyclo[4.4.0.12,5.117,10 ]-3-dodecen and residual dicyclopentadien were distillated in vacuum. Hot methanol was added to the residue, and insoluble co... Run in CO (methanol). Reactants: C(C)(C)(C)C=1OC2=C(N1)C=CC(=C2NC(OCC)=O)F (ethyl N-(2-t-butyl-6-fluorobenzoxazol-7-yl)carbamate), ClN(C(=O)OCC)Cl (N,N-dichlorourethane). Yields the product C(C)(C)(C)C=1OC2=C(N1)C(=CC(=C2NC(OCC)=O)F)Cl (ethyl N-(2-t-butyl-4-chloro-6-fluorobenzoxazol-7-yl)carbamate). As a reaction SMILES: [C:1]([C:5]1[O:6][C:7]2[C:13]([NH:14][C:15](=[O:19])[O:16][CH2:17][CH3:18])=[C:12]([F:20])[CH:11]=[CH:10][C:8]=2[N:9]=1)([CH3:4])([CH3:3])[CH3:2].[Cl:21]N(Cl)C(OCC)=O>>[C:1]([C:5]1[O:6][C:7]2[C:13]([NH:14][C:15](=[O:19])[O:16][CH2:17][CH3:18])=[C:12]([F:20])[CH:11]=[C:10]([Cl:21])[C:8]=2[N:9]=1)([CH3:2])([CH3:4])[CH3:3]. Reported procedure: The second starting material used to prepared those compounds in which the benzoxazole ring is formed first is a substituted-3-chloroaniline (STM2). The aniline (STM2) is reacted with the appropriate alkyl anhydride, for example trimethylacetic anhydride, under acidic conditions, yielding the corresponding N-(substituted-3-chlorophenyl)alkylamide (B-1). The aniline (STM2) can also be reacted with the appropriate propanoic acid (A-2), for example 2-methoxy-2-methylpropanoic acid, under basic cond... Starting materials: [H-].[H-].[H-].[H-].[Li+].[Al+3] (LiAlH4), OC(C#N)C1CCN(CC1)CC1=CC=CC=C1 (hydroxy[1-(phenylmethyl)-4-piperidinyl]acetonitrile). The solvent is C1CCOC1 (THF), C1CCOC1 (THF). Reaction conditions: time 12 hour. Yields the product NCC(O)C1CCN(CC1)CC1=CC=CC=C1 (2-amino-1-[1-(phenylmethyl)-4-piperidinyl]ethanol). As a reaction SMILES: [H-].[H-].[H-].[H-].[Li+].[Al+3].[OH:7][CH:8]([CH:11]1[CH2:16][CH2:15][N:14]([CH2:17][C:18]2[CH:23]=[CH:22][CH:21]=[CH:20][CH:19]=2)[CH2:13][CH2:12]1)[C:9]#[N:10]>C1COCC1>[NH2:10][CH2:9][CH:8]([CH:11]1[CH2:12][CH2:13][N:14]([CH2:17][C:18]2[CH:19]=[CH:20][CH:21]=[CH:22][CH:23]=2)[CH2:15][CH2:16]1)[OH:7] |f:0.1.2.3.4.5|. Reported procedure: To a solution of LiAlH4 (1.1 g, 28.7 mmol) in THF (25 mL) at 0° C. was added dropwise via addition funnel a solution of hydroxy[1-(phenylmethyl)-4-piperidinyl]acetonitrile (2.2 g, 9.56 mmol) in THF (25 mL). After 12 h at 25° C., the solution was carefully quenched by dropwise additional of sodium potassium tartrate and extracted several times with DCM. The combined organic fractions were dried (Na2SO4) and concentrated yielding the title compound as a yellow oil which was used without further pu... Reactants: N(=NC(=O)OCC)C(=O)OCC (diethyl azodicarboxylate), ClC=1C=C(C=C(C1Cl)Cl)C1(CN(CC1)C1=NC=C(C(=N1)C(F)(F)F)CO)C(F)(F)F ({2-[3-(3,4,5-Trichlorophenyl)-3-(trifluoromethyl)pyrrolidin-1-yl]-4-(trifluoromethyl)pyrimidin-5-yl}methanol), C1(C=2C(C(N1)=O)=CC=CC2)=O (phthalimide), C1(=CC=CC=C1)P(C1=CC=CC=C1)C1=CC=CC=C1 (triphenylphosphine). Run in O1CCCC1 (tetrahydrofuran). Conditions: time 3 hour. Product: ClC=1C=C(C=C(C1Cl)Cl)C1(CN(CC1)C1=NC=C(C(=N1)C(F)(F)F)CN1C(C2=CC=CC=C2C1=O)=O)C(F)(F)F (2-({2-[3-(3,4,5-trichlorophenyl)-3-(trifluoromethyl)pyrrolidin-1-yl]-4-(trifluoro-methyl)pyrimidin-5-yl}methyl)-1H-isoindole-1,3(2H)-dione). The yield is 84.7%. As a reaction SMILES: [Cl:1][C:2]1[CH:3]=[C:4]([C:10]2([C:27]([F:30])([F:29])[F:28])[CH2:14][CH2:13][N:12]([C:15]3[N:20]=[C:19]([C:21]([F:24])([F:23])[F:22])[C:18]([CH2:25]O)=[CH:17][N:16]=3)[CH2:11]2)[CH:5]=[C:6]([Cl:9])[C:7]=1[Cl:8].[C:31]1(=[O:41])[NH:35][C:34](=[O:36])[C:33]2=[CH:37][CH:38]=[CH:39][CH:40]=[C:32]12.C1(P(C2C=CC=CC=2)C2C=CC=CC=2)C=CC=CC=1.N(C(OCC)=O)=NC(OCC)=O>O1CCCC1>[Cl:9][C:6]1[CH:5]=[C:4]([C:10]2([C:27]([F:28])([F:29])[F:30])[CH2:14][CH2:13][N:12]([C:15]3[N:20]=[C:19]([C:21]([F:24])([F:22])[F:23])[C:18]([CH2:25][N:35]4[C:31](=[O:41])[C:32]5[C:33](=[CH:37][CH:38]=[CH:39][CH:40]=5)[C:34]4=[O:36])=[CH:17][N:16]=3)[CH2:11]2)[CH:3]=[C:2]([Cl:1])[C:7]=1[Cl:8]. Procedure: {2-({2-[3-(3,4,5-Trichlorophenyl)-3-(trifluoromethyl)pyrrolidin-1-yl]-4-(trifluoromethyl)pyrimidin-5-yl}methanol (Reference document: WO 2010/043315) (2.20 g), phthalimide (0.72 g) and triphenylphosphine (1.40 g) were dissolved in tetrahydrofuran (50 ml), and to the solution was added diethyl azodicarboxylate (40% toluene solution, 2.43 ml) at room temperature. After stirring the reaction solution for 3 hours, the solvent was distilled off under reduced pressure. The residue was purified by sili...